describe an organic reaction: reactants, conditions, products, and yield From a dataset of the Open Reaction Database (ORD), a public repository of structured organic reaction records. Reactants: CC(=O)c1cc2c(cc1N)C(C)(C)CC2(C)C, Cl[Cu], Cl, O=N[O-], [Na+], O. Product: CC(=O)c1cc2c(cc1Cl)C(C)(C)CC2(C)C. RXN SMILES: [CH3:1][C:2](=[O:3])[c:4]1[cH:5][c:6]2[c:10]([cH:11][c:12]1[NH2:13])[C:9]([CH3:14])([CH3:15])[CH2:8][C:7]2([CH3:16])[CH3:17].[Cl:24][Cu:25].[ClH:22].[N:18]([O-:19])=[O:20].[Na+:21].[OH2:23]>>[CH3:1][C:2](=[O:3])[c:4]1[cH:5][c:6]2[c:10]([cH:11][c:12]1[Cl:22])[C:9]([CH3:14])([CH3:15])[CH2:8][C:7]2([CH3:16])[CH3:17]. Starting materials: C=CCCCCOc1nsnc1-c1cccnc1, CI, CC(C)=O. Yields the product C=CCCCCOc1nsnc1-c1ccc[n+](C)c1, [I-]. As a reaction SMILES: [CH2:3]([CH2:4][CH2:5][CH2:6][CH:7]=[CH2:8])[O:9][c:10]1[n:11][s:12][n:13][c:14]1-[c:15]1[cH:16][n:17][cH:18][cH:19][cH:20]1.[CH3:1][I:2].[CH3:21][C:22](=[O:23])[CH3:24]>>[CH3:1][n+:17]1[cH:16][c:15](-[c:14]2[c:10]([O:9][CH2:3][CH2:4][CH2:5][CH2:6][CH:7]=[CH2:8])[n:11][s:12][n:13]2)[cH:20][cH:19][cH:18]1.[I-:2]. Starting materials: O=C1CCC(N2C(=O)c3cccc(OCc4ccc(CBr)cc4)c3C2=O)C(=O)N1, CC#N, CCN(C(C)C)C(C)C, c1cnc2c(c1)CNCC2. The product is O=C1CCC(N2C(=O)c3cccc(OCc4ccc(CN5CCc6ncccc6C5)cc4)c3C2=O)C(=O)N1. As a reaction SMILES: [Br:1][CH2:2][c:3]1[cH:4][cH:5][c:6]([CH2:7][O:8][c:9]2[c:10]3[c:14]([cH:15][cH:16][cH:17]2)[C:13](=[O:18])[N:12]([CH:19]2[C:20](=[O:26])[NH:21][C:22](=[O:25])[CH2:23][CH2:24]2)[C:11]3=[O:27])[cH:28][cH:29]1.[CH3:49][C:50]#[N:51].[CH:40]([N:41]([CH2:42][CH3:43])[CH:44]([CH3:45])[CH3:46])([CH3:47])[CH3:48].[n:30]1[cH:31][cH:32][cH:33][c:34]2[c:39]1[CH2:38][CH2:37][NH:36][CH2:35]2>>[CH2:2]([c:3]1[cH:4][cH:5][c:6]([CH2:7][O:8][c:9]2[c:10]3[c:14]([cH:15][cH:16][cH:17]2)[C:13](=[O:18])[N:12]([CH:19]2[C:20](=[O:26])[NH:21][C:22](=[O:25])[CH2:23][CH2:24]2)[C:11]3=[O:27])[cH:28][cH:29]1)[N:36]1[CH2:35][c:34]2[cH:33][cH:32][cH:31][n:30][c:39]2[CH2:38][CH2:37]1.